Dataset: the Open Reaction Database (ORD), a public repository of structured organic reaction records. Task: describe an organic reaction: reactants, conditions, products, and yield Starting materials: CCOc1ccc(C=O)cc1Br, CCc1ccc(Br)cc1, C1CCOC1, [Cl-], [Mg], [NH4+]. Yields the product CCOc1ccc(C(O)c2ccc(CC)cc2)cc1Br. As a reaction SMILES: [Br:11][c:12]1[cH:13][c:14]([CH:15]=[O:16])[cH:17][cH:18][c:19]1[O:20][CH2:21][CH3:22].[Br:2][c:3]1[cH:4][cH:5][c:6]([CH2:9][CH3:10])[cH:7][cH:8]1.[CH2:25]1[O:26][CH2:27][CH2:28][CH2:29]1.[Cl-:23].[Mg:1].[NH4+:24]>>[c:3]1([CH:15]([c:14]2[cH:13][c:12]([Br:11])[c:19]([O:20][CH2:21][CH3:22])[cH:18][cH:17]2)[OH:16])[cH:4][cH:5][c:6]([CH2:9][CH3:10])[cH:7][cH:8]1. Reactants: Cl (HCl), COC(CC=1OC2=C(C1)C=CC=C2)=O (Benzofuran-2-yl-acetic acid methyl ester), O.[OH-].[Li+] (lithium hydroxide monohydrate), CO (methanol). Run in O (Water), C(C)(=O)OCC (ethyl acetate), CCCCCCC (heptane), O1CCCC1 (tetrahydrofuran), O (water). Conditions: time 8 hour. Product: O1C(=CC2=C1C=CC=C2)CC(=O)O (Benzofuran-2-yl-acetic acid). As a reaction SMILES: C[O:2][C:3](=[O:14])[CH2:4][C:5]1[O:6][C:7]2[CH:13]=[CH:12][CH:11]=[CH:10][C:8]=2[CH:9]=1.O.[OH-].[Li+].CO.Cl>O1CCCC1.O.C(OCC)(=O)C.CCCCCCC>[O:6]1[C:7]2[CH:13]=[CH:12][CH:11]=[CH:10][C:8]=2[CH:9]=[C:5]1[CH2:4][C:3]([OH:14])=[O:2] |f:1.2.3|. Reported procedure: A solution of Example 8 (5.32 g, 28 mmol) and lithium hydroxide monohydrate (1.24 g, 30 mmol) in tetrahydrofuran (45 mL), water (30 mL), and methanol (12 mL) was stirred for 5 hours at room temperature. Water (60 mL) was added, and the reaction mixture was acidified to pH 4 using 2 M HCl and extracted with dichloromethane (5×150 mL). The organics were dried (MgSO4) and the solvent removed in vacuo. Column chromatography (ethyl acetate:heptane 4:1→ethyl acetate:methanol) gave a brown solid. This ... The reactants are COC(=O)[C@H]1[C@@H](C1)C(=O)O (trans-cyclopropane-1,2-dicarboxylic acid monomethyl ester), [B-](F)(F)(F)F.CCOC(=O)C(=NOC(=[N+](C)C)N(C)C)C#N (TOTU), CN1CCOCC1 (N-methylmorpholine), C[C@@H]1CC[C@H](CC1)N (trans 4-methylcyclohexylamine). The solvent is CN(C)C=O (DMF). Run at time 3 hour. Yields the product COC(=O)[C@H]1[C@@H](C1)C(NC1CCC(CC1)C)=O (trans-2-(4-Methyl-cyclohexylcarbamoyl)-cyclopropanecarboxylic acid methyl ester). The yield is 95.6%. Reaction SMILES: [CH3:1][O:2][C:3]([C@@H:5]1[CH2:7][C@H:6]1[C:8]([OH:10])=O)=[O:4].[B-](F)(F)(F)F.CCOC(C(C#N)=NOC(N(C)C)=[N+](C)C)=O.CN1CCOCC1.[CH3:40][C@H:41]1[CH2:46][CH2:45][C@H:44]([NH2:47])[CH2:43][CH2:42]1>CN(C=O)C>[CH3:1][O:2][C:3]([C@@H:5]1[CH2:7][C@H:6]1[C:8](=[O:10])[NH:47][CH:44]1[CH2:45][CH2:46][CH:41]([CH3:40])[CH2:42][CH2:43]1)=[O:4] |f:1.2|. Procedure details: Stir a solution of trans-cyclopropane-1,2-dicarboxylic acid monomethyl ester (Example 3a) (3.0 g, 20.8 mmol) and TOTU (8.5 g, 26 mmol) in DMF (300 mL) at ambient temperature for 20 min at which time add N-methylmorpholine (2.4 mL 22.9 mmol) and trans 4-methylcyclohexylamine 3.06 g, 27.0 mmol). After 3 h, remove the solvent and dissolve the residue in H2O/EtOAc. Extract the aqueous layer 3 more times with EtOAc and combine the extracts. Wash the extract with saturated NaHCO3 solution, brine and d...